Dataset: the Open Reaction Database (ORD), a public repository of structured organic reaction records. Task: describe an organic reaction: reactants, conditions, products, and yield Reactants: [N+](=O)([O-])C=1C=C(C=CC1)B(O)O (3-nitrophenylboronic acid), NC=1C=C2C=CC=NC2=C(N1)Br (6-amino-8-bromo-1,7-naphthyridine), C(=O)([O-])[O-].[Na+].[Na+] (Na2CO3). The reagents and catalysts are C=1C=CC(=CC1)/C=C/C(=O)/C=C/C2=CC=CC=C2.C=1C=CC(=CC1)/C=C/C(=O)/C=C/C2=CC=CC=C2.[Pd] (bis(dibenzylideneacetone)palladium). Solvent: O1CCCC1 (tetrahydrofuran). Conditions: temperature 80 celsius, time 16 hour. Product: NC=1C=C2C=CC=NC2=C(N1)C1=CC(=CC=C1)[N+](=O)[O-] (6-amino-8-(3-nitrophenyl)-1,7-naphthyridine). RXN SMILES: [NH2:1][C:2]1[CH:3]=[C:4]2[C:9](=[C:10](Br)[N:11]=1)[N:8]=[CH:7][CH:6]=[CH:5]2.C([O-])([O-])=O.[Na+].[Na+].[N+:19]([C:22]1[CH:23]=[C:24](B(O)O)[CH:25]=[CH:26][CH:27]=1)([O-:21])=[O:20]>O1CCCC1.C1C=CC(/C=C/C(/C=C/C2C=CC=CC=2)=O)=CC=1.C1C=CC(/C=C/C(/C=C/C2C=CC=CC=2)=O)=CC=1.[Pd]>[NH2:1][C:2]1[CH:3]=[C:4]2[C:9](=[C:10]([C:26]3[CH:25]=[CH:24][CH:23]=[C:22]([N+:19]([O-:21])=[O:20])[CH:27]=3)[N:11]=1)[N:8]=[CH:7][CH:6]=[CH:5]2 |f:1.2.3,6.7.8|. Reported procedure: To a stirred solution of 6-amino-8-bromo-1,7-naphthyridine (4 g, 0.018 mol) in a mixture of tetrahydrofuran (80 ml) and aqueous Na2CO3 (34 ml, 2N) is added bis(dibenzylideneacetone)palladium (0.40 g, 0.0007 mol), triphenylphosphene (0.37 g, 0.0014 mol) and 3-nitrophenylboronic acid (3.7 g, 0.022 mol). The mixture is stirred for 16 h at 80° C. The mixture is filtered, ethyl acetate added and the mixture washed with 2N NaOH and water. The organic solvent is removed and the residue suspended in eth... Starting materials: O=C([O-])O, C=CCN, CCCCCNc1nc(Cl)nc2c(C)csc12, [Na+]. The product is C=CCNc1nc(NCCCCC)c2scc(C)c2n1. RXN SMILES: [C:22](=[O:23])([O-:24])[OH:25].[CH2:18]([CH:19]=[CH2:20])[NH2:21].[Cl:1][c:2]1[n:3][c:4]([NH:12][CH2:13][CH2:14][CH2:15][CH2:16][CH3:17])[c:5]2[c:6]([n:7]1)[c:8]([CH3:11])[cH:9][s:10]2.[Na+:26]>>[c:2]1([NH:21][CH2:18][CH:19]=[CH2:20])[n:3][c:4]([NH:12][CH2:13][CH2:14][CH2:15][CH2:16][CH3:17])[c:5]2[c:6]([n:7]1)[c:8]([CH3:11])[cH:9][s:10]2. The reactants are ClC1=C(C=CC=C1)C=1C2=C(N=C(N1)S(=O)(=O)C)N(C(C=C2)=O)C2=C(C=CC=C2)Cl (4,8-bis-(2-chloro-phenyl)-2-methanesulfonyl-8H-pyrido[2,3-d]pyrimidin-7-one), CN1CCC(CC1)N (1-methylpiperidin-4-ylamine). Product: ClC1=C(C=CC=C1)C=1C2=C(N=C(N1)NC1CCN(CC1)C)N(C(C=C2)=O)C2=C(C=CC=C2)Cl (4,8-bis-(2-chloro-phenyl)-2-(1-methyl-piperidin-4-ylamino)-8H-pyrido[2,3-d]pyrimidin-7-one). Reaction SMILES: [Cl:1][C:2]1[CH:7]=[CH:6][CH:5]=[CH:4][C:3]=1[C:8]1[C:9]2[CH:21]=[CH:20][C:19](=[O:22])[N:18]([C:23]3[CH:28]=[CH:27][CH:26]=[CH:25][C:24]=3[Cl:29])[C:10]=2[N:11]=[C:12](S(C)(=O)=O)[N:13]=1.[CH3:30][N:31]1[CH2:36][CH2:35][CH:34]([NH2:37])[CH2:33][CH2:32]1>>[Cl:1][C:2]1[CH:7]=[CH:6][CH:5]=[CH:4][C:3]=1[C:8]1[C:9]2[CH:21]=[CH:20][C:19](=[O:22])[N:18]([C:23]3[CH:28]=[CH:27][CH:26]=[CH:25][C:24]=3[Cl:29])[C:10]=2[N:11]=[C:12]([NH:37][CH:34]2[CH2:35][CH2:36][N:31]([CH3:30])[CH2:32][CH2:33]2)[N:13]=1. Procedure: The product of Example 47, and 1-methylpiperidin-4-ylamine were reacted by the procedure of Example 60 to afford the title compound 4,8-bis-(2-chloro-phenyl)-2-(1-methyl-piperidin-4-ylamino)-8H-pyrido[2,3-d]pyrimidin-7-one. 1H-NMR (CDCl3) δ 1.42 (m, 2H), 1.79 (m, 4H), 2.25 (s, 3H), 2.75 (m, 2H), 3.15 (m, 1H), 5.33 (s, 1H), 6.39 (d, 1H, J=9.8 Hz), 7.24-7.59 (m, 9H). LC MS (m/e)=480 (MH+). Reactants: O=C([O-])[O-], COC(=O)c1ccc(-c2ccccc2)cc1NC(=O)c1cc(OCCBr)ccc1OCc1ccccc1, CCCN1CCNCC1, CC(C)=O, Cl, Cl, [K+], [K+]. Product: CCCN1CCN(CCOc2ccc(OCc3ccccc3)c(C(=O)Nc3cc(-c4ccccc4)ccc3C(=O)OC)c2)CC1. As a reaction SMILES: [C:1](=[O:2])([O-:3])[O-:4].[CH2:18]([c:19]1[cH:20][cH:21][cH:22][cH:23][cH:24]1)[O:25][c:26]1[c:27]([C:28](=[O:29])[NH:30][c:31]2[c:32]([C:33](=[O:34])[O:35][CH3:36])[cH:37][cH:38][c:39](-[c:41]3[cH:42][cH:43][cH:44][cH:45][cH:46]3)[cH:40]2)[cH:47][c:48]([O:51][CH2:52][CH2:53][Br:54])[cH:49][cH:50]1.[CH2:9]([CH2:10][CH3:11])[N:12]1[CH2:13][CH2:14][NH:15][CH2:16][CH2:17]1.[CH3:55][C:56](=[O:57])[CH3:58].[ClH:7].[ClH:8].[K+:5].[K+:6]>>[CH2:9]([CH2:10][CH3:11])[N:12]1[CH2:13][CH2:14][N:15]([CH2:53][CH2:52][O:51][c:48]2[cH:47][c:27]([C:28](=[O:29])[NH:30][c:31]3[c:32]([C:33](=[O:34])[O:35][CH3:36])[cH:37][cH:38][c:39](-[c:41]4[cH:42][cH:43][cH:44][cH:45][cH:46]4)[cH:40]3)[c:26]([O:25][CH2:18][c:19]3[cH:20][cH:21][cH:22][cH:23][cH:24]3)[cH:50][cH:49]2)[CH2:16][CH2:17]1. The reactants are CN(S(=O)(=O)C1=CC=CC=C1)C[C@@]1([C@@H](C1)COCC1=CC=CC=C1)C1=CC=CC=C1 (N-methyl-N-[((1S,2R)-1-phenyl-2-{[(phenylmethyl)oxy]methyl}cyclopropyl)methyl]benzenesulfonamide), 6A. Solvent: CCOC(=O)C (EtOAc). Yield: 94.4%. Procedure details: N-methyl-N-[((1S,2R)-1-phenyl-2-{[(phenylmethyl)oxy]methyl}cyclopropyl)methyl]benzenesulfonamide (1.57 g, 3.74 mmol), accessed via the method of preparation 6A, was combined with 10% palladium on activated carbon (0.35 g) in EtOAc and hydrogenated under 1 atm H2(g) for 4 h at ambient temperature. The catalyst was filtered off through celite and the filtrate concentrated to give the title product (1.17 g, 3.53 mmol, 95%) as a clear oil. 1H NMR (300 MHz, CDCl3) δ 7.68-7.18 (m, 10H), 4.07-4.03 (m, ... Product: OC[C@H]1[C@@](C1)(C1=CC=CC=C1)CN(S(=O)(=O)C1=CC=CC=C1)C (N-{[(1S,2R)-2-(hydroxymethyl)-1-phenylcyclopropyl]methyl}-N-methylbenzenesulfonamide). Reagents/catalysts: [Pd] (palladium on activated carbon). As a reaction SMILES: [CH3:1][N:2]([CH2:12][C@@:13]1([C:25]2[CH:30]=[CH:29][CH:28]=[CH:27][CH:26]=2)[CH2:15][C@H:14]1[CH2:16][O:17]CC1C=CC=CC=1)[S:3]([C:6]1[CH:11]=[CH:10][CH:9]=[CH:8][CH:7]=1)(=[O:5])=[O:4]>[Pd].CCOC(C)=O>[OH:17][CH2:16][C@@H:14]1[CH2:15][C@@:13]1([CH2:12][N:2]([CH3:1])[S:3]([C:6]1[CH:11]=[CH:10][CH:9]=[CH:8][CH:7]=1)(=[O:5])=[O:4])[C:25]1[CH:30]=[CH:29][CH:28]=[CH:27][CH:26]=1. Reactants: C(CCCCCCCCCCC)(=O)N(CC(=O)O)CCCO (N-lauroyl-N-(3-hydroxypropyl)glycine), N(CCO)(CCO)CCO (triethanolamine). Run in O (water). Product: N(CCO)(CCO)CCO.C(CCCCCCCCCCC)(=O)N(CC(=O)O)CCCO (N-lauroyl-N-(3-hydroxypropyl)glycine triethanolamine salt). As a reaction SMILES: [C:1]([N:14]([CH2:19][CH2:20][CH2:21][OH:22])[CH2:15][C:16]([OH:18])=[O:17])(=[O:13])[CH2:2][CH2:3][CH2:4][CH2:5][CH2:6][CH2:7][CH2:8][CH2:9][CH2:10][CH2:11][CH3:12].[N:23]([CH2:30][CH2:31][OH:32])([CH2:27][CH2:28][OH:29])[CH2:24][CH2:25][OH:26]>O>[N:23]([CH2:30][CH2:31][OH:32])([CH2:27][CH2:28][OH:29])[CH2:24][CH2:25][OH:26].[C:1]([N:14]([CH2:19][CH2:20][CH2:21][OH:22])[CH2:15][C:16]([OH:18])=[O:17])(=[O:13])[CH2:2][CH2:3][CH2:4][CH2:5][CH2:6][CH2:7][CH2:8][CH2:9][CH2:10][CH2:11][CH3:12] |f:3.4|. Reported procedure: N-lauroyl-N-(3-hydroxypropyl)glycine was added to a predetermined amount of water, an equimolar amount of triethanolamine was added for neutralization, followed by sufficient agitation to obtain an aqueous solution of N-lauroyl-N-(3-hydroxypropyl)glycine triethanolamine salt. Reactants: C(CCC)[Sn](C1=CC=NC=C1)(CCCC)CCCC (4-tributylstannylpyridine), CCCCCC.CCOC(=O)C (hexane EtOAc), IC1=C(C(=O)OC)C=CC=C1 (methyl 2-iodobenzoate), C(C1=CC=CC=C1)OC1=CC(=CC(=C1)F)Br (O-benzyl-3-bromo-5-fluorophenol). Run in C1(=CC=CC=C1)O (Phenol). Yields the product FC=1C=C(C=C(C1)C1=C(C=CC=C1)C(=O)OC)O (3-Fluoro-5-(2-carbomethoxyphenyl)phenol). As a reaction SMILES: C([Sn](CCCC)(CCCC)C1C=CN=CC=1)CCC.I[C:21]1[CH:30]=[CH:29][CH:28]=[CH:27][C:22]=1[C:23]([O:25][CH3:26])=[O:24].C([O:38][C:39]1[CH:44]=[C:43]([F:45])[CH:42]=[C:41](Br)[CH:40]=1)C1C=CC=CC=1.CCCCCC.CCOC(C)=O>C1(O)C=CC=CC=1>[F:45][C:43]1[CH:44]=[C:39]([OH:38])[CH:40]=[C:41]([C:21]2[CH:30]=[CH:29][CH:28]=[CH:27][C:22]=2[C:23]([O:25][CH3:26])=[O:24])[CH:42]=1 |f:3.4|. Reported procedure: Following the procedures described in Phenol 1, Steps 2 and 3, but substituting O-(3,4-dimethoxy)benzyl-3-fluoro-5-trimethylstannylphenol for 4-tributylstannylpyridine and methyl 2-iodobenzoate for O-benzyl-3-bromo-5-fluorophenol, the title compound was obtained as an oil after chromatography (silica gel; hexane/EtOAc 95:5-85:15)). Reactants: ClC(Cl)Cl, O=C(OO)c1cccc(Cl)c1, CC(C)(C)OC(=O)NCCCn1cnc2cnc3ccccc3c21. Yields the product CC(C)(C)OC(=O)NCCCn1cnc2c[n+]([O-])c3ccccc3c21. RXN SMILES: [CH:36]([Cl:37])([Cl:38])[Cl:39].[OH:1][O:2][C:3]([c:4]1[cH:5][c:6]([Cl:7])[cH:8][cH:9][cH:10]1)=[O:11].[n:12]1([CH2:25][CH2:26][CH2:27][NH:28][C:29]([O:30][C:31]([CH3:32])([CH3:33])[CH3:34])=[O:35])[cH:13][n:14][c:15]2[cH:16][n:17][c:18]3[cH:19][cH:20][cH:21][cH:22][c:23]3[c:24]12>>[O-:1][n+:17]1[cH:16][c:15]2[n:14][cH:13][n:12]([CH2:25][CH2:26][CH2:27][NH:28][C:29]([O:30][C:31]([CH3:32])([CH3:33])[CH3:34])=[O:35])[c:24]2[c:23]2[c:18]1[cH:19][cH:20][cH:21][cH:22]2. Starting materials: IC1=C(C=CC(=C1)CCC)O (2-Iodo-4-propylphenol), ClC=1C(=C(C=C(C1)Cl)O)I (3,5-dichloro-2-iodophenol). Yields the product C(CC)C=1C=CC2=C(C=C(O2)CO)C1 ((5-Propylbenzofuran-2-yl)methanol). As a reaction SMILES: I[C:2]1[CH:7]=[C:6]([CH2:8][CH2:9][CH3:10])[CH:5]=[CH:4][C:3]=1[OH:11].Cl[C:13]1[C:14](I)=[C:15]([OH:20])C=C(Cl)C=1>>[CH2:8]([C:6]1[CH:5]=[CH:4][C:3]2[O:11][C:14]([CH2:15][OH:20])=[CH:13][C:2]=2[CH:7]=1)[CH2:9][CH3:10]. Procedure details: When the product of Step A was substituted for 3,5-dichloro-2-iodophenol in Example 8, Step E, the similar process afforded the title compound in 31%, as off-white oil. 1H-NMR (CDCl3) 0.93 (m, 3H); 1.58-1.73 (m, 2H); 1.9 (tr, 1H, J=6 Hz); 2.65 (tr, 2H, J=6 Hz); 4.76 (d, 2H, J=6 Hz); 6.58 (s, 1H); 7.08 (dd, 1H, J=3, 9 Hz); 7.3-7.37 (m, 2H). Reactants: CCOC(=O)CC#N, CC(=O)[O-], CC(=O)O, CCOC(C)=O, [NH4+], CC(C)(C)OC(=O)N1CCC(=O)CC1, O, c1ccccc1. Yields the product CCOC(=O)C(C#N)=C1CCN(C(=O)OC(C)(C)C)CC1. Reaction SMILES: [C:1](#[N:2])[CH2:3][C:4](=[O:5])[O:6][CH2:7][CH3:8].[CH3:10][C:11](=[O:12])[O-:13].[CH3:14][C:15](=[O:16])[OH:17].[CH3:38][CH2:39][O:40][C:41](=[O:42])[CH3:43].[NH4+:9].[O:18]=[C:19]1[CH2:20][CH2:21][N:22]([C:25](=[O:26])[O:27][C:28]([CH3:29])([CH3:30])[CH3:31])[CH2:23][CH2:24]1.[OH2:44].[cH:32]1[cH:33][cH:34][cH:35][cH:36][cH:37]1>>[C:1](#[N:2])[C:3]([C:4](=[O:5])[O:6][CH2:7][CH3:8])=[C:19]1[CH2:20][CH2:21][N:22]([C:25](=[O:26])[O:27][C:28]([CH3:29])([CH3:30])[CH3:31])[CH2:23][CH2:24]1.